Task: describe an organic reaction: reactants, conditions, products, and yield. Dataset: the Open Reaction Database (ORD), a public repository of structured organic reaction records Starting materials: COC(=O)C(C)(C)NC(=O)c1ccc2ccccc2c1NCc1ccc(C(F)(F)F)cc1, CO, Cl, [Na+], [OH-]. Product: CC(C)(NC(=O)c1ccc2ccccc2c1NCc1ccc(C(F)(F)F)cc1)C(=O)O. As a reaction SMILES: [CH3:1][O:2][C:3]([C:4]([CH3:5])([NH:6][C:7](=[O:8])[c:9]1[c:10]([NH:19][CH2:20][c:21]2[cH:22][cH:23][c:24]([C:27]([F:28])([F:29])[F:30])[cH:25][cH:26]2)[c:11]2[cH:12][cH:13][cH:14][cH:15][c:16]2[cH:17][cH:18]1)[CH3:31])=[O:32].[CH3:34][OH:35].[ClH:33].[Na+:37].[OH-:36]>>[O:2]=[C:3]([C:4]([CH3:5])([NH:6][C:7](=[O:8])[c:9]1[c:10]([NH:19][CH2:20][c:21]2[cH:22][cH:23][c:24]([C:27]([F:28])([F:29])[F:30])[cH:25][cH:26]2)[c:11]2[cH:12][cH:13][cH:14][cH:15][c:16]2[cH:17][cH:18]1)[CH3:31])[OH:32]. The reactants are COC(=O)C1=C(OS(=O)(=O)C(F)(F)F)c2cc(Br)ccc2CCC1, CCOCC, [Cu]I, [Li]C. Yields the product COC(=O)C1=C(C)c2cc(Br)ccc2CCC1. Reaction SMILES: [Br:3][c:4]1[cH:5][cH:6][c:7]2[c:8]([cH:26]1)[C:9]([O:18][S:19]([C:20]([F:21])([F:22])[F:23])(=[O:24])=[O:25])=[C:10]([C:14](=[O:15])[O:16][CH3:17])[CH2:11][CH2:12][CH2:13]2.[CH3:27][CH2:28][O:29][CH2:30][CH3:31].[Cu:32][I:33].[Li:1][CH3:2]>>[CH3:2][C:9]1=[C:10]([C:14](=[O:15])[O:16][CH3:17])[CH2:11][CH2:12][CH2:13][c:7]2[cH:6][cH:5][c:4]([Br:3])[cH:26][c:8]21. RXN SMILES: [CH3:20][S:21]([CH3:22])=[O:23].[ClH:19].[I:1][c:2]1[cH:3][c:4]2[c:5]([cH:17][cH:18]1)[C:6](=[O:16])[CH:7]([C:12]([O:13][CH3:14])=[O:15])[CH2:8][C:9](=[O:11])[NH:10]2.[OH2:24]>>[I:1][c:2]1[cH:3][c:4]2[c:5]([cH:17][cH:18]1)[C:6](=[O:16])[CH2:7][CH2:8][C:9](=[O:11])[NH:10]2. Yields the product O=C1CCC(=O)c2ccc(I)cc2N1. Starting materials: CS(C)=O, Cl, COC(=O)C1CC(=O)Nc2cc(I)ccc2C1=O, O. Starting materials: BrC=1SC(=C(N1)C(NC=1C=NN(C1[C@H]1OC[C@@H]([C@@H](CC1)NC(=O)OC(C)(C)C)F)C)=O)NC(OC(C)(C)C)=O (tert-butyl N-[2-bromo-4-[[5-[(2S,5R,6R)-5-(tert-butoxycarbonylamino)-6-fluoro-oxepan-2-yl]-1-methyl-pyrazol-4-yl]carbamoyl]thiazol-5-yl]carbamate), BrC=1SC(=C(N1)C(NC=1C=NN(C1[C@H]1OC[C@@H]([C@@H](CC1)NC(=O)OC(C)(C)C)F)C)=O)NC(OC(C)(C)C)=O (tert-butyl N-[2-bromo-4-[[5-[(2S,5R,6R)-5-(tert-butoxycarbonylamino)-6-fluoro-oxepan-2-yl]-1-methyl-pyrazol-4-yl]carbamoyl]thiazol-5-yl]carbamate), C1(=CCCC1)B1OC(C(O1)(C)C)(C)C (2-(cyclopent-1-en-1-yl)-4,4,5,5-tetramethyl-1,3,2-dioxaborolane). The product is NC1=C(N=C(S1)C1=CCCC1)C(=O)NC=1C=NN(C1[C@H]1OC[C@@H]([C@@H](CC1)N)F)C (5-amino-N-(5-((2S,5R,6R)-5-amino-6-fluorooxepan-2-yl)-1-methyl-1H-pyrazol-4-yl)-2-(cyclopent-1-en-1-yl)thiazole-4-carboxamide). As a reaction SMILES: Br[C:2]1[S:3][C:4]([NH:32]C(=O)OC(C)(C)C)=[C:5]([C:7](=[O:31])[NH:8][C:9]2[CH:10]=[N:11][N:12]([CH3:30])[C:13]=2[C@@H:14]2[CH2:20][CH2:19][C@@H:18]([NH:21]C(OC(C)(C)C)=O)[C@@H:17]([F:29])[CH2:16][O:15]2)[N:6]=1.[C:40]1(B2OC(C)(C)C(C)(C)O2)[CH2:44][CH2:43][CH2:42][CH:41]=1>>[NH2:32][C:4]1[S:3][C:2]([C:40]2[CH2:44][CH2:43][CH2:42][CH:41]=2)=[N:6][C:5]=1[C:7]([NH:8][C:9]1[CH:10]=[N:11][N:12]([CH3:30])[C:13]=1[C@@H:14]1[CH2:20][CH2:19][C@@H:18]([NH2:21])[C@@H:17]([F:29])[CH2:16][O:15]1)=[O:31]. Procedure details: Following the procedure for Example 101 starting from tert-butyl N-[2-bromo-4-[[5-[(2S,5R,6R)-5-(tert-butoxycarbonylamino)-6-fluoro-oxepan-2-yl]-1-methyl-pyrazol-4-yl]carbamoyl]thiazol-5-yl]carbamate (Intermediate 88), and replacing 3,6-dihydro-2H-pyran-4-boronic acid pinacol ester with 2-(cyclopent-1-en-1-yl)-4,4,5,5-tetramethyl-1,3,2-dioxaborolane gave 271. 1H NMR (400 MHz, DMSO-d6) δ 9.25 (s, 1H), 7.80 (s, 1H), 7.35 (br, J=8.5 Hz, 2H), 6.21-6.14 (m, 1H), 5.22-4.76 (m, 2H), 4.22-3.94 (m, 2H), ... Starting materials: C1(CC1)CN1N=CC=C1C=1C=C(C(=O)O)C=C(C1)C1=NC=C(C=C1)C (3-(2-Cyclopropylmethyl-2H-pyrazol-3-yl)-5-(5-methyl-pyridin-2-yl)-benzoic acid), CC=1N=CC(=NC1)CN (C-(5-methyl-pyrazin-2-yl)-methylamine), CCN=C=NCCCN(C)C (EDCI), C=1C=CC2=C(C1)N=NN2O (HOBt), CN1CCOCC1 (NMM). Run in ClCCl (dichloromethane). Reaction conditions: time 48 hour. Yields the product C(C)(C)C=1N(C=CN1)C=1C=C(C(=O)NCC2=NC=C(N=C2)C)C=C(C1)C1=NC=C(C=C1)C (3-(2-isopropyl-imidazol-1-yl)-N-(5-methyl-pyrazin-2-ylmethyl)-5-(5-methyl-pyridin-2-yl)-benzamide). As a reaction SMILES: C1(CN2C([C:10]3[CH:11]=[C:12]([CH:16]=[C:17]([C:19]4[CH:24]=[CH:23][C:22]([CH3:25])=[CH:21][N:20]=4)[CH:18]=3)[C:13]([OH:15])=O)=CC=N2)CC1.[CH3:26][C:27]1[N:28]=[CH:29][C:30]([CH2:33][NH2:34])=[N:31][CH:32]=1.CCN=C=N[CH2:40][CH2:41][CH2:42][N:43]([CH3:45])C.C1C=CC2N(O)N=[N:52][C:50]=2C=1.[CH3:56]N1CCOCC1>ClCCl>[CH:41]([C:42]1[N:43]([C:10]2[CH:11]=[C:12]([CH:16]=[C:17]([C:19]3[CH:24]=[CH:23][C:22]([CH3:25])=[CH:21][N:20]=3)[CH:18]=2)[C:13]([NH:34][CH2:33][C:30]2[CH:29]=[N:28][C:27]([CH3:26])=[CH:32][N:31]=2)=[O:15])[CH:45]=[CH:50][N:52]=1)([CH3:40])[CH3:56]. Procedure details: 3-(2-Cyclopropylmethyl-2H-pyrazol-3-yl)-5-(5-methyl-pyridin-2-yl)-benzoic acid (0.234 g, 0.55 mmol), C-(5-methyl-pyrazin-2-yl)-methylamine (0.044 g, 0.36 mmol), EDCI (0.103 g, 0.54 mmol), HOBt (0.073 g, 0.54 mmol), and NMM (0.183 g, 1.80 mmol) were added to 7 mL of dichloromethane. The reaction mixture was stirred for 48 hours at room temperature, then concentrated under reduced pressure. The residue was purified via flash chromatography (5:1 EtOAc/hexanes) to give 3-(2-isopropyl-imidazol-1-yl)-... The reactants are O=C([O-])[O-], Cc1ccc(S(=O)(=O)O)cc1, CCO, [Na+], [Na+], CCOC(=O)Nc1ccc(C(c2ccccc2)n2ccnc2)cc1COC1CCCCO1. Product: CCOC(=O)Nc1ccc(C(c2ccccc2)n2ccnc2)cc1CO. Reaction SMILES: [C:44](=[O:45])([O-:46])[O-:47].[CH3:33][c:34]1[cH:35][cH:36][c:37]([S:38](=[O:39])(=[O:40])[OH:41])[cH:42][cH:43]1.[CH3:50][CH2:51][OH:52].[Na+:48].[Na+:49].[n:1]1([CH:6]([c:7]2[cH:8][c:9]([CH2:19][O:20][CH:21]3[CH2:22][CH2:23][CH2:24][CH2:25][O:26]3)[c:10]([NH:13][C:14]([O:15][CH2:16][CH3:17])=[O:18])[cH:11][cH:12]2)[c:27]2[cH:28][cH:29][cH:30][cH:31][cH:32]2)[cH:2][n:3][cH:4][cH:5]1>>[n:1]1([CH:6]([c:7]2[cH:8][c:9]([CH2:19][OH:20])[c:10]([NH:13][C:14]([O:15][CH2:16][CH3:17])=[O:18])[cH:11][cH:12]2)[c:27]2[cH:28][cH:29][cH:30][cH:31][cH:32]2)[cH:2][n:3][cH:4][cH:5]1.